This data is from the Open Reaction Database (ORD), a public repository of structured organic reaction records. The task is: describe an organic reaction: reactants, conditions, products, and yield Starting materials: CCO, CN(C)S(=O)(=O)Cc1cccc([N+](=O)[O-])c1, Cl, [Fe], [Na+], [Na+], O=C([O-])[O-], O. The product is CN(C)S(=O)(=O)Cc1cccc(N)c1. As a reaction SMILES: [CH3:1][CH2:2][OH:3].[CH3:5][N:6]([S:7](=[O:8])(=[O:9])[CH2:10][c:11]1[cH:12][c:13]([N+:17]([O-:18])=[O:19])[cH:14][cH:15][cH:16]1)[CH3:20].[ClH:4].[Fe:27].[Na+:21].[Na+:22].[O-:23][C:24](=[O:25])[O-:26].[OH2:28]>>[CH3:5][N:6]([S:7](=[O:8])(=[O:9])[CH2:10][c:11]1[cH:12][c:13]([NH2:17])[cH:14][cH:15][cH:16]1)[CH3:20]. Starting materials: C(#N)CN1C(C(NC2=CC=CC=C12)=O)=O (1-cyanomethylquinoxaline-2,3(1H,4H)-dione), [Cl-].[NH4+] (ammonium chloride), [N-]=[N+]=[N-].[Na+] (sodium azide), Cl (hydrochloric acid). Solvent: CN(C=O)C (N,N-dimethylformamide). Conditions: temperature 100 celsius, time 4 hour. The product is N1N=NN=C1CN1C(C(NC2=CC=CC=C12)=O)=O (1-(5-Tetrazolyl)methylquinoxaline-2,3(1H,4H)-dione). The yield is 96.9%. Reaction SMILES: [C:1]([CH2:3][N:4]1[C:13]2[C:8](=[CH:9][CH:10]=[CH:11][CH:12]=2)[NH:7][C:6](=[O:14])[C:5]1=[O:15])#[N:2].[Cl-].[NH4+].[N-:18]=[N+:19]=[N-:20].[Na+].Cl>CN(C)C=O>[NH:18]1[C:1]([CH2:3][N:4]2[C:13]3[C:8](=[CH:9][CH:10]=[CH:11][CH:12]=3)[NH:7][C:6](=[O:14])[C:5]2=[O:15])=[N:2][N:20]=[N:19]1 |f:1.2,3.4|. Reported procedure: To a solution of 1-cyanomethylquinoxaline-2,3(1H,4H)-dione (0.60 g, 3.0 mmol) in 10 ml of N,N-dimethylformamide was added ammonium chloride (0.18 g, 3.4 mmol) and sodium azide (0.22 g, 3.4 mmol), and the mixture was stirred on an oil bath at 100° C. for 4 h. The mixture was cooled to room temperature and 25 ml of 1M hydrochloric acid was added. The precipitated solid was isolated by filtration and washed with water, ethanol and ether to give 0.71 g (97%) of the title compound. M.p. 320.4° C. (DS... Reactants: CCCCCc1ccc(CNC(Cc2ccccc2)C(=O)N2CCN(Cc3ccccc3)CC2)cc1, COc1cccc(C=CC(=O)O)c1. The product is CCCCCc1ccc(CN(C(=O)C=Cc2cccc(OC)c2)C(Cc2ccccc2)C(=O)N2CCN(Cc3ccccc3)CC2)cc1. As a reaction SMILES: [CH2:1]([c:2]1[cH:3][cH:4][cH:5][cH:6][cH:7]1)[N:8]1[CH2:9][CH2:10][N:11]([C:14]([CH:15]([CH2:16][c:17]2[cH:18][cH:19][cH:20][cH:21][cH:22]2)[NH:23][CH2:24][c:25]2[cH:26][cH:27][c:28]([CH2:31][CH2:32][CH2:33][CH2:34][CH3:35])[cH:29][cH:30]2)=[O:36])[CH2:12][CH2:13]1.[CH3:37][O:38][c:39]1[cH:40][c:41]([CH:42]=[CH:43][C:44](=[O:45])[OH:46])[cH:47][cH:48][cH:49]1>>[CH2:1]([c:2]1[cH:3][cH:4][cH:5][cH:6][cH:7]1)[N:8]1[CH2:9][CH2:10][N:11]([C:14]([CH:15]([CH2:16][c:17]2[cH:18][cH:19][cH:20][cH:21][cH:22]2)[N:23]([CH2:24][c:25]2[cH:26][cH:27][c:28]([CH2:31][CH2:32][CH2:33][CH2:34][CH3:35])[cH:29][cH:30]2)[C:44]([CH:43]=[CH:42][c:41]2[cH:40][c:39]([O:38][CH3:37])[cH:49][cH:48][cH:47]2)=[O:45])=[O:36])[CH2:12][CH2:13]1. Starting materials: [I-].[Na+] (sodium iodide), ClCCCCC[C@H]1[C@H]2[C@@H]3CCC([C@@]3(C)C[C@@H]([C@@H]2C=2C=CC(=CC2C1)O)F)=O (7α-(5-chloropentyl)-11β-fluoro-3-hydroxy-estra-1,3,5(10)-trien-17-one), O (water). Run in CC(=O)CC (ethyl methyl ketone). Reaction conditions: temperature 90 celsius, time 8 hour. The product is F[C@@H]1[C@@H]2C=3C=CC(=CC3C[C@H]([C@H]2[C@@H]2CCC([C@@]2(C)C1)=O)CCCCCI)O (11β-fluoro-3-hydroxy-7α-(5-iodopentyl)-estra-1,3,5(10)-trien-17-one). Yield: 110.3%. As a reaction SMILES: Cl[CH2:2][CH2:3][CH2:4][CH2:5][CH2:6][C@@H:7]1[CH2:24][C:23]2[CH:22]=[C:21]([OH:25])[CH:20]=[CH:19][C:18]=2[C@@H:17]2[C@@H:8]1[C@H:9]1[C@@:13]([CH2:15][C@@H:16]2[F:26])([CH3:14])[C:12](=[O:27])[CH2:11][CH2:10]1.[I-:28].[Na+].O>CC(CC)=O>[F:26][C@H:16]1[CH2:15][C@@:13]2([CH3:14])[C@@H:9]([CH2:10][CH2:11][C:12]2=[O:27])[C@H:8]2[C@H:17]1[C:18]1[CH:19]=[CH:20][C:21]([OH:25])=[CH:22][C:23]=1[CH2:24][C@H:7]2[CH2:6][CH2:5][CH2:4][CH2:3][CH2:2][I:28] |f:1.2|. Procedure: 5.0 g of 7α-(5-chloropentyl)-11β-fluoro-3-hydroxy-estra-1,3,5(10)-trien-17-one is dissolved in 80 ml of ethyl methyl ketone, mixed with 5.7 g of sodium iodide and stirred overnight at a bath temperature of 90° C. For working-up, the reaction mixture is cooled to room temperature, stirred into water, extracted 3 times with ethyl acetate, washed with common salt solution, dried on magnesium sulfate and concentrated by evaporation in a vacuum. 6.8 g of 11β-fluoro-3-hydroxy-7α-(5-iodopentyl)-estra-1... Reactants: CCO, CC(O)C(=O)O, c1cc(Nc2nccc(-c3cccs3)n2)cc(OCCn2ccnc2)c1. Product: CC(O)C(=O)O, c1cc(Nc2nccc(-c3cccs3)n2)cc(OCCn2ccnc2)c1. Reaction SMILES: [CH2:33]([OH:34])[CH3:35].[CH3:27][CH:28]([OH:29])[C:30]([OH:31])=[O:32].[n:1]1([CH2:6][CH2:7][O:8][c:9]2[cH:10][c:11]([NH:15][c:16]3[n:17][cH:18][cH:19][c:20](-[c:22]4[s:23][cH:24][cH:25][cH:26]4)[n:21]3)[cH:12][cH:13][cH:14]2)[cH:2][n:3][cH:4][cH:5]1>>[CH3:27][CH:28]([OH:29])[C:30](=[O:31])[OH:32].[n:1]1([CH2:6][CH2:7][O:8][c:9]2[cH:10][c:11]([NH:15][c:16]3[n:17][cH:18][cH:19][c:20](-[c:22]4[s:23][cH:24][cH:25][cH:26]4)[n:21]3)[cH:12][cH:13][cH:14]2)[cH:2][n:3][cH:4][cH:5]1. The reactants are CN1C2=C(C=3C=CC=CC13)OC(=CC2=O)C(=O)OCC (ethyl 4,5-dihydro-5-methyl-4-oxopyrano[3,2-b]indole-2-carboxylate), N (ammonia). The solvent is C(C)O (ethanol). Yields the product CN1C2=C(C=3C=CC=CC13)OC(=CC2=O)C(=O)N (4,5-Dihydro-5-methyl-4-oxopyrano[3,2-b]indole-2-carboxamide). As a reaction SMILES: [CH3:1][N:2]1[C:10]2[CH:9]=[CH:8][CH:7]=[CH:6][C:5]=2[C:4]2[O:11][C:12]([C:16]([O:18]CC)=O)=[CH:13][C:14](=[O:15])[C:3]1=2.[NH3:21]>C(O)C>[CH3:1][N:2]1[C:10]2[CH:9]=[CH:8][CH:7]=[CH:6][C:5]=2[C:4]2[O:11][C:12]([C:16]([NH2:21])=[O:18])=[CH:13][C:14](=[O:15])[C:3]1=2. Procedure details: A suspension of 11.0 g (40.7 mmole) of ethyl 4,5-dihydro-5-methyl-4-oxopyrano[3,2-b]indole-2-carboxylate in 500 ml ethanol was stirred in ice while gaseous ammonia was added until the reaction mixture temperature reached 20° C. (ca. 10 min). The ice bath was removed, and stirring at room temperature was continued for a total of 24 hr. The light yellow solid was filtered and washed with a little cold ethanol. Recrystallization from 50% aqueous DMF gave light yellow needles of mp >295° C. RXN SMILES: Cl[C:2]1[CH:3]=[C:4]([N:13](CC2C=CC(OC)=CC=2)[C:14]2[CH:19]=[CH:18][CH:17]=[CH:16][CH:15]=2)[C:5]2[N:6]([C:8]([C:11]#[N:12])=[CH:9][N:10]=2)[N:7]=1.[OH:29][C@H:30]1[CH2:35][CH2:34][C@H:33]([NH:36]C(=O)OC(C)(C)C)[CH2:32][CH2:31]1.C(=O)([O-])[O-].[Cs+].[Cs+]>O1CCOCC1.C([O-])(=O)C.[Pd+2].C([O-])(=O)C.C1([C-]2C(C3C=CC=CC=3)=C(C3C=CC=CC=3)C(C3C=CC=CC=3)=C2C2C=CC=CC=2)C=CC=CC=1.C(P(C(C)(C)C)[C-]1C=CC=C1)(C)(C)C.[Fe+2]>[NH2:36][C@H:33]1[CH2:34][CH2:35][C@H:30]([O:29][C:2]2[CH:3]=[C:4]([NH:13][C:14]3[CH:15]=[CH:16][CH:17]=[CH:18][CH:19]=3)[C:5]3[N:6]([C:8]([C:11]#[N:12])=[CH:9][N:10]=3)[N:7]=2)[CH2:31][CH2:32]1 |f:2.3.4,6.7.8,9.10.11|. The product is N[C@@H]1CC[C@H](CC1)OC=1C=C(C=2N(N1)C(=CN2)C#N)NC2=CC=CC=C2 (6-((trans-4-aminocyclohexyl)oxy)-8-anilinoimidazo[1,2-b]pyridazine-3-carbonitrile). The reactants are ClC=1C=C(C=2N(N1)C(=CN2)C#N)N(C2=CC=CC=C2)CC2=CC=C(C=C2)OC (6-chloro-3-cyano-N-(4-methoxybenzyl)-N-phenylimidazo[1,2-b]pyridazin-8-amine), 1b, O[C@@H]1CC[C@H](CC1)NC(OC(C)(C)C)=O (tert-butyl(trans)-4-hydroxycyclohexylcarbamate), C([O-])([O-])=O.[Cs+].[Cs+] (cesium carbonate), Teflon. Conditions: temperature 105 celsius. Procedure: A mixture of 6-chloro-3-cyano-N-(4-methoxybenzyl)-N-phenylimidazo[1,2-b]pyridazin-8-amine (20 mg, 0.05 mmol) from 1b, tert-butyl(trans)-4-hydroxycyclohexylcarbamate (22 mg, 0.1 mmol), palladium(II) acetate (1.1 mg, 0.005 mmol), 1,2,3,4,5-Pentaphenyl-1′-(di-tert-butylphosphino)ferrocene (7.5, 0.01 mmol) and cesium carbonate (100 mg) was suspended in anhydrous dioxane (1 mL) in a Teflon lined septum capped vial. The vessel was purged with argon and heated at 105° C. for 48 h. LCMS shows that produ... The reagents and catalysts are C(C)(=O)[O-].[Pd+2].C(C)(=O)[O-] (palladium(II) acetate), C1(=CC=CC=C1)[C-]1C(=C(C(=C1C1=CC=CC=C1)C1=CC=CC=C1)C1=CC=CC=C1)C1=CC=CC=C1.C(C)(C)(C)P([C-]1C=CC=C1)C(C)(C)C.[Fe+2] (1,2,3,4,5-Pentaphenyl-1′-(di-tert-butylphosphino)ferrocene). The solvent is O1CCOCC1 (dioxane). The yield is 12.6%.